This data is from the Open Reaction Database (ORD), a public repository of structured organic reaction records. The task is: describe an organic reaction: reactants, conditions, products, and yield Reactants: C31H33N2O3, [Br-].OCCC[N+]1=CC=C(C2=CC=CC=C12)C (1-(3-hydroxypropyl)-4-methylquinolinium bromide), COCCOCCN1C2=CC=CC=C2C=2C=C(C=CC12)C=O (9-(2-(2-methoxyethoxy)ethyl)-9H-carbazole-3-carbaldehyde), N1CCCCC1 (piperidine). Solvent: C(C)O (ethanol). Product: [Br-].OCCC[N+]1=CC=C(C2=CC=CC=C12)\C=C\C=1C=CC=2N(C3=CC=CC=C3C2C1)CCOCCOC ((E)-1-(3-hydroxypropyl)-4-(2-(9-(2-(2-methoxyethoxy)ethyl)-9H-carbazol-3-yl)vinyl)-quinolinium bromide). Yield: 41.0%. RXN SMILES: [Br-:1].[OH:2][CH2:3][CH2:4][CH2:5][N+:6]1[C:15]2[C:10](=[CH:11][CH:12]=[CH:13][CH:14]=2)[C:9]([CH3:16])=[CH:8][CH:7]=1.[CH3:17][O:18][CH2:19][CH2:20][O:21][CH2:22][CH2:23][N:24]1[C:36]2[CH:35]=[CH:34][C:33]([CH:37]=O)=[CH:32][C:31]=2[C:30]2[C:25]1=[CH:26][CH:27]=[CH:28][CH:29]=2.N1CCCCC1>C(O)C>[Br-:1].[OH:2][CH2:3][CH2:4][CH2:5][N+:6]1[C:15]2[C:10](=[CH:11][CH:12]=[CH:13][CH:14]=2)[C:9](/[CH:16]=[CH:37]/[C:33]2[CH:34]=[CH:35][C:36]3[N:24]([CH2:23][CH2:22][O:21][CH2:20][CH2:19][O:18][CH3:17])[C:25]4[C:30]([C:31]=3[CH:32]=2)=[CH:29][CH:28]=[CH:27][CH:26]=4)=[CH:8][CH:7]=1 |f:0.1,5.6|. Procedure details: A solution mixture of 7 (0.17 g, 0.6 mmol), 3a (0.24 g, 0.8 mmol) and piperidine (0.1 mL) in ethanol (40 mL) was heated to reflux overnight. After cooling down to room temperature, the organic solvent was removed. The residue was purified by precipitation from methanol and ethyl acetate to afford SLOH-Pr (0.14 g) in 41% yield. 1H NMR (400 MHz, DMSO-d6) δ 9.29 (d, J=6.8 Hz, 1H), 9.15 (d, J=8.4 Hz, 1H), 8.88 (s, 1H), 8.51 (d, J=6.8 Hz, 1H), 8.45 (d, J=16 Hz, 1H), 8.37 (d, J=16 Hz, 1H), 8.28-8.24 (... Reactants: COC(=O)C1CC(NS(=O)(=O)c2ccc(Cl)cc2)CN1C(=O)OC(C)(C)C, O=C(O)C(F)(F)F. The product is COC(=O)C1CC(NS(=O)(=O)c2ccc(Cl)cc2)CN1. As a reaction SMILES: [C:1]([O:2][C:3](=[O:4])[N:8]1[CH:9]([C:24](=[O:25])[O:26][CH3:27])[CH2:10][CH:11]([NH:13][S:14](=[O:15])(=[O:16])[c:17]2[cH:18][cH:19][c:20]([Cl:23])[cH:21][cH:22]2)[CH2:12]1)([CH3:5])([CH3:6])[CH3:7].[OH:28][C:29]([C:30]([F:31])([F:32])[F:33])=[O:34]>>[NH:8]1[CH:9]([C:24](=[O:25])[O:26][CH3:27])[CH2:10][CH:11]([NH:13][S:14](=[O:15])(=[O:16])[c:17]2[cH:18][cH:19][c:20]([Cl:23])[cH:21][cH:22]2)[CH2:12]1. Starting materials: CCN=C=NCCCN(C)C, CN(C)C=O, CCN(C(C)C)C(C)C, NC1CCCC1, Cl, O=C(O)C1(c2ccc(Nc3nc(N4CCOCC4)nc4c3CCC4)cc2)CCC1. The product is O=C(NC1CCCC1)C1(c2ccc(Nc3nc(N4CCOCC4)nc4c3CCC4)cc2)CCC1. As a reaction SMILES: [CH3:2][N:3]([CH3:4])[CH2:5][CH2:6][CH2:7][N:8]=[C:9]=[N:10][CH2:11][CH3:12].[CH3:57][N:58]([CH3:59])[CH:60]=[O:61].[CH:42]([N:43]([CH:44]([CH3:45])[CH3:46])[CH2:47][CH3:48])([CH3:49])[CH3:50].[CH:51]1([NH2:56])[CH2:52][CH2:53][CH2:54][CH2:55]1.[ClH:1].[O:13]1[CH2:14][CH2:15][N:16]([c:19]2[n:20][c:21]3[c:22]([c:23]([NH:25][c:26]4[cH:27][cH:28][c:29]([C:32]5([C:36](=[O:37])[OH:38])[CH2:33][CH2:34][CH2:35]5)[cH:30][cH:31]4)[n:24]2)[CH2:39][CH2:40][CH2:41]3)[CH2:17][CH2:18]1>>[O:13]1[CH2:14][CH2:15][N:16]([c:19]2[n:20][c:21]3[c:22]([c:23]([NH:25][c:26]4[cH:27][cH:28][c:29]([C:32]5([C:36](=[O:38])[NH:56][CH:51]6[CH2:52][CH2:53][CH2:54][CH2:55]6)[CH2:33][CH2:34][CH2:35]5)[cH:30][cH:31]4)[n:24]2)[CH2:39][CH2:40][CH2:41]3)[CH2:17][CH2:18]1. Procedure details: Into a solution of NaN3 (65 mg) in CHCl3 (2 ml) was added H2SO4 (0.5 ml). The resulting solution was cooled to 0° C. 8-(2-Oxo-bicyclo[2.2.1]hept-7-yl)-1,3-dipropyl-3,7-dihydro-purine-2,6-dione (173 mg) in CHCl3 (3 ml) was added. The resulting solution was stirred at room temperature for 3 hrs. The reaction mixture was poured over ice and neutralized with NaHCO3, extracted with ethyl acetate (3×25 ml). The combined extract was dried over MgSO4, filtered, and concentrated. The crude product was pu... Reactants: [N-]=[N+]=[N-].[Na+] (NaN3), OS(=O)(=O)O (H2SO4), O=C1C2CCC(C1)C2C2=NC=1N(C(N(C(C1N2)=O)CCC)=O)CCC (8-(2-Oxo-bicyclo[2.2.1]hept-7-yl)-1,3-dipropyl-3,7-dihydro-purine-2,6-dione), C(=O)(O)[O-].[Na+] (NaHCO3). Run at temperature 0 celsius, time 3 hour. Yields the product O=C1C2CCC(CN1)C2C=2NC=1N(C(N(C(C1N2)=O)CCC)=O)CCC (8-(2-Oxo-3-aza-bicyclo[3.2.1]oct-8-yl)-1,3-dipropyl-3,9-dihydro-purine-2,6-dione). The solvent is C(Cl)(Cl)Cl (CHCl3), C(Cl)(Cl)Cl (CHCl3). As a reaction SMILES: [N-:1]=[N+]=[N-].[Na+].OS(O)(=O)=O.[O:10]=[C:11]1[CH2:16][CH:15]2[CH:17]([C:18]3[NH:26][C:25]4[C:24](=[O:27])[N:23]([CH2:28][CH2:29][CH3:30])[C:22](=[O:31])[N:21]([CH2:32][CH2:33][CH3:34])[C:20]=4[N:19]=3)[CH:12]1[CH2:13][CH2:14]2.C([O-])(O)=O.[Na+]>C(Cl)(Cl)Cl>[O:10]=[C:11]1[NH:1][CH2:16][CH:15]2[CH:17]([C:18]3[NH:19][C:20]4[N:21]([CH2:32][CH2:33][CH3:34])[C:22](=[O:31])[N:23]([CH2:28][CH2:29][CH3:30])[C:24](=[O:27])[C:25]=4[N:26]=3)[CH:12]1[CH2:13][CH2:14]2 |f:0.1,4.5|. The reactants are Cn1cc(-c2cnc3ccc(-c4cncc(N)c4)cc3n2)cn1, O=S(=O)(Cl)N1CCOCC1, c1ccncc1. The product is Cn1cc(-c2cnc3ccc(-c4cncc(NS(=O)(=O)N5CCOCC5)c4)cc3n2)cn1. Reaction SMILES: [CH3:1][n:2]1[n:3][cH:4][c:5](-[c:7]2[cH:8][n:9][c:10]3[cH:11][cH:12][c:13](-[c:17]4[cH:18][c:19]([NH2:23])[cH:20][n:21][cH:22]4)[cH:14][c:15]3[n:16]2)[cH:6]1.[O:24]1[CH2:25][CH2:26][N:27]([S:30](=[O:31])(=[O:32])[Cl:33])[CH2:28][CH2:29]1.[cH:34]1[cH:35][cH:36][n:37][cH:38][cH:39]1>>[CH3:1][n:2]1[n:3][cH:4][c:5](-[c:7]2[cH:8][n:9][c:10]3[cH:11][cH:12][c:13](-[c:17]4[cH:18][c:19]([NH:23][S:30]([N:27]5[CH2:26][CH2:25][O:24][CH2:29][CH2:28]5)(=[O:31])=[O:32])[cH:20][n:21][cH:22]4)[cH:14][c:15]3[n:16]2)[cH:6]1. Starting materials: NC1=CC=CC2=C1OC1(CC1)C2=O (7-Aminospiro[benzo[b]furan-2(3H),1'-cyclopropane]-3-one), BrCCCCBr (1,4-dibromobutane). Product: N1(CCCC1)C1=CC=CC2=C1OC1(CC1)C2=O (7-(1-pyrrolidinyl)spiro[benzo[b]furan-2(3H),1'-cyclopropane]-3-one). Isolated yield 19.1%. Reaction SMILES: [NH2:1][C:2]1[C:7]2[O:8][C:9]3([C:12](=[O:13])[C:6]=2[CH:5]=[CH:4][CH:3]=1)[CH2:11][CH2:10]3.Br[CH2:15][CH2:16][CH2:17][CH2:18]Br>>[N:1]1([C:2]2[C:7]3[O:8][C:9]4([C:12](=[O:13])[C:6]=3[CH:5]=[CH:4][CH:3]=2)[CH2:10][CH2:11]4)[CH2:18][CH2:17][CH2:16][CH2:15]1. Procedure details: 7-Aminospiro[benzo[b]furan-2(3H),1'-cyclopropane]-3-one (3.5 g) and 1,4-dibromobutane (4.3 g.) were reacted in the same manner as Example 31, and the product was recrystallized from ethanol to give 7-(1-pyrrolidinyl)spiro[benzo[b]furan-2(3H),1'-cyclopropane]-3-one (0.87 g.) as yellow needles melting at 101.5° C. Reactants: BrCC(=O)O (bromoacetic acid), C(C)(C)C1=C(C(=CC(=C1)C(C)C)C(C)C)O (2,4,6-triisopropylphenol), [H-].[Na+] (sodium hydride). Run in O1CCCC1 (tetrahydrofuran), O1CCCC1 (tetrahydrofuran), O1CCCC1 (tetrahydrofuran). Conditions: time 16 hour. Product: CC(C)C1=C(OCC(=O)O)C(=CC(=C1)C(C)C)C(C)C ([2,4,6-tris(1-methylethyl)phenoxy]acetic acid). The yield is 61.9%. Reaction SMILES: [CH:1]([C:4]1[CH:9]=[C:8]([CH:10]([CH3:12])[CH3:11])[CH:7]=[C:6]([CH:13]([CH3:15])[CH3:14])[C:5]=1[OH:16])([CH3:3])[CH3:2].[H-].[Na+].Br[CH2:20][C:21]([OH:23])=[O:22]>O1CCCC1>[CH3:14][CH:13]([C:6]1[CH:7]=[C:8]([CH:10]([CH3:12])[CH3:11])[CH:9]=[C:4]([CH:1]([CH3:3])[CH3:2])[C:5]=1[O:16][CH2:20][C:21]([OH:23])=[O:22])[CH3:15] |f:1.2|. Reported procedure: A solution of 2,4,6-triisopropylphenol (4.0 g, 18 mmol) in 50 mL tetrahydrofuran was added dropwise to a suspension of sodium hydride (1.52 g, 38 mmol) in 25 mL tetrahydrofuran. The resulting pale green suspension was stirred for 30 minutes before a solution of bromoacetic acid (2.52 g, 18 mmol) in 50 mL tetrahydrofuran was added dropwise. The resulting thick suspension was stirred for 16 hours and then concentrated in vacuo. The residue was partitioned between 1N HCl and dichloromethane, the or... Reactants: C1(CC1)C=1C=C(C=CC1S(=O)(=O)C1CC1)C(C(=O)OCC)=C[C@H]1CC2(O[C@H]([C@@H](O2)C2=CC=CC=C2)C2=CC=CC=C2)CC1 (Ethyl 2-[3-cyclopropyl-4-(cyclopropylsulfonyl)phenyl]-3-[(2S,3S,7R)-2,3-diphenyl-1,4-dioxaspiro[4.4]non-7-yl]acrylate), C(Cl)(Cl)Cl (Chloroform), [OH-].[K+] (potassium hydroxide), Cl (hydrochloric acid). Run in CO (methanol), O1CCOCC1 (dioxane). Reaction conditions: time 10 minute. The product is C1(CC1)C=1C=C(C=CC1S(=O)(=O)C1CC1)/C(/C(=O)O)=C\[C@H]1CC(CC1)=O ((2E)-2-[3-cyclopropyl-4-(cyclopropylsulfonyl)phenyl]-3-[(1R)-3-oxocyclopentyl]acrylic acid). The yield is 86.0%. RXN SMILES: [CH:1]1([C:4]2[CH:5]=[C:6]([C:16](=[CH:22][C@@H:23]3[CH2:43][CH2:42][C:25]4(O[C@@H](C5C=CC=CC=5)[C@H](C5C=CC=CC=5)[O:26]4)[CH2:24]3)[C:17]([O:19]CC)=[O:18])[CH:7]=[CH:8][C:9]=2[S:10]([CH:13]2[CH2:15][CH2:14]2)(=[O:12])=[O:11])[CH2:3][CH2:2]1.[OH-].[K+].Cl.C(Cl)(Cl)Cl>CO.O1CCOCC1>[CH:1]1([C:4]2[CH:5]=[C:6](/[C:16](=[CH:22]\[C@@H:23]3[CH2:43][CH2:42][C:25](=[O:26])[CH2:24]3)/[C:17]([OH:19])=[O:18])[CH:7]=[CH:8][C:9]=2[S:10]([CH:13]2[CH2:14][CH2:15]2)(=[O:12])=[O:11])[CH2:2][CH2:3]1 |f:1.2|. Procedure: Ethyl 2-[3-cyclopropyl-4-(cyclopropylsulfonyl)phenyl]-3-[(2S,3S,7R)-2,3-diphenyl-1,4-dioxaspiro[4.4]non-7-yl]acrylate (1.77 g, (E), (Z) mixture) was dissolved in a mixed solvent of methanol (21.2 mL) and dioxane (21.2 mL), and to this solution was slowly added 8 M aqueous potassium hydroxide solution (21.2 mL), which had been separately prepared. It was stirred at room temperature for 10 minutes, and then stirred in an oil bath at 70° C. for 2 hours under heating. It was left to be cooled to roo...